From a dataset of the Open Reaction Database (ORD), a public repository of structured organic reaction records. describe an organic reaction: reactants, conditions, products, and yield Reaction SMILES: [CH3:36][S:37](=[O:38])[CH3:39].[K:24].[N+:25](=[O:26])([O-:27])[c:28]1[cH:29][cH:30][c:31]([SH:34])[cH:32][cH:33]1.[OH2:35].[c:1]1([S:2]([N:3]=[N:4][c:12]2[cH:13][c:14]([N:19]([C:20]([CH3:21])=[O:22])[CH3:23])[cH:15][c:16]([Br:18])[cH:17]2)(=[O:5])=[O:6])[cH:7][cH:8][cH:9][cH:10][cH:11]1>>[c:12]1([S:34][c:31]2[cH:30][cH:29][c:28]([N+:25](=[O:26])[O-:27])[cH:33][cH:32]2)[cH:13][c:14]([N:19]([C:20]([CH3:21])=[O:22])[CH3:23])[cH:15][c:16]([Br:18])[cH:17]1. The reactants are CS(C)=O, [K], O=[N+]([O-])c1ccc(S)cc1, O, CC(=O)N(C)c1cc(Br)cc(N=NS(=O)(=O)c2ccccc2)c1. The product is CC(=O)N(C)c1cc(Br)cc(Sc2ccc([N+](=O)[O-])cc2)c1. Reactants: OC1=CC(OC2=CC=CC=C12)=O (4-hydroxycoumarin), P(=O)(Cl)(Cl)Cl (phosphorus oxychloride), C(C)(=O)O (acetic acid), ice water. Product: C(C)(=O)C=1C(OC2=CC=CC=C2C1O)=O (3-acetyl-4-hydroxycoumarin). Reaction SMILES: [OH:1][C:2]1[C:11]2[C:6](=[CH:7][CH:8]=[CH:9][CH:10]=2)[O:5][C:4](=[O:12])[CH:3]=1.P(Cl)(Cl)(Cl)=O.[C:18](O)(=[O:20])[CH3:19]>>[C:18]([C:3]1[C:4](=[O:12])[O:5][C:6]2[C:11]([C:2]=1[OH:1])=[CH:10][CH:9]=[CH:8][CH:7]=2)(=[O:20])[CH3:19]. Reported procedure: 120 g of 4-hydroxycoumarin in 600 ml of glacial acetic acid are heated to the boil and 380 ml of phosphorus oxychloride are added dropwise in the course of 60 minutes at the boil. The reaction mixture is heated to the boil under reflux for a further 30 minutes and is cooled and discharged into 4 l of ice-water. The crystalline residue is filtered off, washed with water and dried in vacuo at 50° C. 127 g of 3-acetyl-4-hydroxycoumarin are obtained. Starting materials: NC(=O)NCC1=CC=C(C=C1)CNC([C@H](NC(=O)C1=CC2=C(NC(=N2)CCC)C(=C1)C)CCCNC(=N[N+](=O)[O-])N)=O ((R)-N-[[4-(aminocarbonylaminomethyl)phenyl]methyl]-N5 -[amino(nitroimino)methyl]-N2 -[(7-methyl-2-propyl-1H-benzimidazol-5-yl)carbonyl]-ornithinamide), C(C)(=O)O (acetic acid). The reagents and catalysts are [Pd] (palladium black). The product is NC(=O)NCC1=CC=C(C=C1)CNC([C@H](NC(=O)C1=CC2=C(NC(=N2)CCC)C(=C1)C)CCCNC(N)=N)=O.CC(=O)CC(=O)O ((R)-N-[[4-(Aminocarbonylaminomethyl)phenyl]methyl]-N2 -[(7-methyl-2-propyl-1H-benzimidazol-5-yl)carbonyl]-argininamide diacetate). Yield: 54.0%. RXN SMILES: [NH2:1][C:2]([NH:4][CH2:5][C:6]1[CH:11]=[CH:10][C:9]([CH2:12][NH:13][C:14](=[O:42])[C@@H:15]([CH2:32][CH2:33][CH2:34][NH:35][C:36]([NH2:41])=[N:37][N+]([O-])=O)[NH:16][C:17]([C:19]2[CH:30]=[C:29]([CH3:31])[C:22]3[NH:23][C:24]([CH2:26][CH2:27][CH3:28])=[N:25][C:21]=3[CH:20]=2)=[O:18])=[CH:8][CH:7]=1)=[O:3].[C:43]([OH:46])(=[O:45])[CH3:44]>[Pd]>[NH2:1][C:2]([NH:4][CH2:5][C:6]1[CH:11]=[CH:10][C:9]([CH2:12][NH:13][C:14](=[O:42])[C@@H:15]([CH2:32][CH2:33][CH2:34][NH:35][C:36](=[NH:37])[NH2:41])[NH:16][C:17]([C:19]2[CH:30]=[C:29]([CH3:31])[C:22]3[NH:23][C:24]([CH2:26][CH2:27][CH3:28])=[N:25][C:21]=3[CH:20]=2)=[O:18])=[CH:8][CH:7]=1)=[O:3].[CH3:19][C:17]([CH2:44][C:43]([OH:46])=[O:45])=[O:18] |f:3.4|. Procedure details: Prepared analogously to Example 4c) from (R)-N-[[4-(aminocarbonylaminomethyl)phenyl]methyl]-N5 -[amino(nitroimino)methyl]-N2 -[(7-methyl-2-propyl-1H-benzimidazol-5-yl)carbonyl]-ornithinamide by catalytic hydrogenation in the presence of palladium black and 80% aqueous acetic acid in a yield of 54% of theory. The reactants are COC(=O)C=Cc1ccc(-c2ccc(C(C)(C)C)cc2)s1, C1CCOC1, CCO, Cl, [Na+], [OH-]. Product: CC(C)(C)c1ccc(-c2ccc(C=CC(=O)O)s2)cc1. RXN SMILES: [C:1]([CH3:2])([CH3:3])([CH3:4])[c:5]1[cH:6][cH:7][c:8](-[c:11]2[cH:12][cH:13][c:14]([CH:16]=[CH:17][C:18](=[O:19])[O:20][CH3:21])[s:15]2)[cH:9][cH:10]1.[CH2:25]1[O:26][CH2:27][CH2:28][CH2:29]1.[CH3:30][CH2:31][OH:32].[ClH:24].[Na+:23].[OH-:22]>>[C:1]([CH3:2])([CH3:3])([CH3:4])[c:5]1[cH:6][cH:7][c:8](-[c:11]2[cH:12][cH:13][c:14]([CH:16]=[CH:17][C:18](=[O:19])[OH:20])[s:15]2)[cH:9][cH:10]1. Reactants: NC1=C(C=C(C=C1Br)Br)S(=O)O (2-amino-3,5-dibromobenzenesulfinic acid), O (water), O (water), ClC(F)F (Chlorodifluoromethane). Run in C(C)(C)O (isopropyl alcohol), [OH-].[Na+] (sodium hydroxide). Reaction conditions: temperature 40 celsius. Product: BrC1=C(N)C(=CC(=C1)Br)S(=O)(=O)C(F)F (2,4-dibromo-6-[(difluoromethyl)sulfonyl]aniline). RXN SMILES: [NH2:1][C:2]1[C:7]([Br:8])=[CH:6][C:5]([Br:9])=[CH:4][C:3]=1[S:10]([OH:12])=[O:11].O.Cl[CH:15]([F:17])[F:16]>C(O)(C)C.[OH-].[Na+]>[Br:8][C:7]1[CH:6]=[C:5]([Br:9])[CH:4]=[C:3]([S:10]([CH:15]([F:17])[F:16])(=[O:12])=[O:11])[C:2]=1[NH2:1] |f:4.5|. Procedure details: A solution of 2-amino-3,5-dibromobenzenesulfinic acid (7.98 g; 0.025 mol) in a mixture of isopropyl alcohol (100 ml) and sodium hydroxide (8.0 g of 50% aqueous) and water (2 ml) is warmed to 40° C. Chlorodifluoromethane is added slowly through a gas inlet tube over a period of 3 hours. The reaction mixture exotherms to 55° C. The reaction mixture is poured into water (500 ml) and the solution is extracted with methylene chloride (2×100 ml). The combined extracts are washed with saturated NaHCO3 ... Starting materials: CO[C@]1(C[C@@H](OCC1)C)C1=CN=C(S1)SC1=CC=C(C=C1)C(C)=O (4'-{5-[(2S,4R)-4-methoxy-2-methyltetrahydropyran-4-yl]thiazol-2-ylthio}acetophenone), Cl.NO (hydroxylamine hydrochloride). Product: CO[C@]1(C[C@@H](OCC1)C)C1=CN=C(S1)SC1=CC=C(C=C1)/C(/C)=N/O ((E)-4'-{5-[(2S,4R)-4-methoxy-2-methyltetrahydropyran-4-yl]thiazol-2-ylthio}acetophenone oxime). Isolated yield 84.0%. Reaction SMILES: [CH3:1][O:2][C@:3]1([C:10]2[S:14][C:13]([S:15][C:16]3[CH:21]=[CH:20][C:19]([C:22](=O)[CH3:23])=[CH:18][CH:17]=3)=[N:12][CH:11]=2)[CH2:8][CH2:7][O:6][C@@H:5]([CH3:9])[CH2:4]1.Cl.[NH2:26][OH:27]>>[CH3:1][O:2][C@:3]1([C:10]2[S:14][C:13]([S:15][C:16]3[CH:21]=[CH:20][C:19](/[C:22](=[N:26]/[OH:27])/[CH3:23])=[CH:18][CH:17]=3)=[N:12][CH:11]=2)[CH2:8][CH2:7][O:6][C@@H:5]([CH3:9])[CH2:4]1 |f:1.2|. Reported procedure: Using an analogous procedure to that described in Example 15, 4'-{5-[(2S,4R)-4-methoxy-2-methyltetrahydropyran-4-yl]thiazol-2-ylthio}acetophenone was reacted with hydroxylamine hydrochloride to give (E)-4'-{5-[(2S,4R)-4-methoxy-2-methyltetrahydropyran-4-yl]thiazol-2-ylthio}acetophenone oxime in 84% yield as a foam. The reactants are C(C1=CC=CC=C1)C(=O)C (methyl benzyl ketone), [Na] (sodium), C(C)(=O)O (acetic acid). Run in CO (methanol). Reaction conditions: temperature 0 celsius, time 48 hour. The product is C1(=CC=CC=C1)C(CCC)C(CCCCCCC)=O (4-phenyl dodecan-5-one). The yield is 60.0%. RXN SMILES: [Na].[CH2:2]([C:9]([CH3:11])=[O:10])[C:3]1[CH:8]=[CH:7][CH:6]=[CH:5][CH:4]=1.[C:12](O)(=O)[CH3:13]>CO>[C:3]1([CH:2]([C:9](=[O:10])[CH2:11][CH2:9][CH2:2][CH2:3][CH2:4][CH2:12][CH3:13])[CH2:5][CH2:6][CH3:7])[CH:8]=[CH:7][CH:6]=[CH:5][CH:4]=1 |^1:0|. Procedure: To a solution prepared from 3 g sodium metal in 100 ml absolute methanol there was added 45 g methyl benzyl ketone. The resulting solution was refluxed for 30 minutes, cooled to 0° C. and 39 g 2-methylene-3-quinolidinone was added. The solution was stirred at ambient temperature during 48 hours, netralized by the addition of 3 ml acetic acid and the solvents were removed under reduced pressure. There was obtained a crude oil which was extracted with chloroform. After evaporation of the solvent t... Reactants: COCOCC1=CC=C(C=C1)OB(O)O (4-[(methoxymethyloxy)methyl]phenylboric acid), BrC=1SC=CN1 (2-bromothiazole), [F-].[Cs+] (cesium fluoride). The reagents and catalysts are C=1C=CC(=CC1)[P](C=2C=CC=CC2)(C=3C=CC=CC3)[Pd]([P](C=4C=CC=CC4)(C=5C=CC=CC5)C=6C=CC=CC6)([P](C=7C=CC=CC7)(C=8C=CC=CC8)C=9C=CC=CC9)[P](C=1C=CC=CC1)(C=1C=CC=CC1)C=1C=CC=CC1 (tetrakis(triphenylphosphine)palladium). Solvent: COCCOC (1,2-dimethoxyethane), C(C)O (ethanol), O (water). Reaction conditions: temperature 85 celsius, time 24 hour. Product: COCOCC1=CC=C(C=C1)C=1SC=CN1 (2-{4-[(methoxymethyloxy)methyl]phenyl}thiazole). Yield: 46.5%. As a reaction SMILES: [CH3:1][O:2][CH2:3][O:4][CH2:5][C:6]1[CH:11]=[CH:10][C:9](OB(O)O)=[CH:8][CH:7]=1.Br[C:17]1[S:18][CH:19]=[CH:20][N:21]=1.[F-].[Cs+]>COCCOC.C(O)C.O.C1C=CC([P]([Pd]([P](C2C=CC=CC=2)(C2C=CC=CC=2)C2C=CC=CC=2)([P](C2C=CC=CC=2)(C2C=CC=CC=2)C2C=CC=CC=2)[P](C2C=CC=CC=2)(C2C=CC=CC=2)C2C=CC=CC=2)(C2C=CC=CC=2)C2C=CC=CC=2)=CC=1>[CH3:1][O:2][CH2:3][O:4][CH2:5][C:6]1[CH:11]=[CH:10][C:9]([C:17]2[S:18][CH:19]=[CH:20][N:21]=2)=[CH:8][CH:7]=1 |f:2.3,^1:37,39,58,77|. Procedure: To a solution of 1-bromo-4-[(methoxymethyloxy)methyl]benzene (3.0 g) in tetrahydrofuran (52 mL) was added n-butyllithium (1.6 mol/L hexane solution, 9.3 mL) at −78° C., and the mixture was stirred for 30 minutes. To the reaction mixture was added triisopropyl borate (2.6 g), and the mixture was stirred at room temperature for 1 hour. To the reaction mixture was added 1 mol/L hydrochloric acid solution, and the mixture was extracted with ethyl acetate. The organic layer was washed with water and ...